From a dataset of the Open Reaction Database (ORD), a public repository of structured organic reaction records. describe an organic reaction: reactants, conditions, products, and yield Reactants: CC(C)(C)c1ccc(CNCCc2ccc(F)c(C(F)(F)F)c2)cc1, C[Al](C)C, COC(=O)c1nccc2cc[nH]c12, ClCCl. Product: CC(C)(C)c1ccc(CN(CCc2ccc(F)c(C(F)(F)F)c2)C(=O)c2nccc3cc[nH]c23)cc1. As a reaction SMILES: [C:5]([CH3:6])([CH3:7])([CH3:8])[c:9]1[cH:10][cH:11][c:12]([CH2:13][NH:14][CH2:15][CH2:16][c:17]2[cH:18][c:19]([C:24]([F:25])([F:26])[F:27])[c:20]([F:23])[cH:21][cH:22]2)[cH:28][cH:29]1.[CH3:1][Al:2]([CH3:3])[CH3:4].[CH3:30][O:31][C:32](=[O:33])[c:34]1[n:35][cH:36][cH:37][c:38]2[c:39]1[nH:40][cH:41][cH:42]2.[Cl:43][CH2:44][Cl:45]>>[C:5]([CH3:6])([CH3:7])([CH3:8])[c:9]1[cH:10][cH:11][c:12]([CH2:13][N:14]([CH2:15][CH2:16][c:17]2[cH:18][c:19]([C:24]([F:25])([F:26])[F:27])[c:20]([F:23])[cH:21][cH:22]2)[C:32](=[O:31])[c:34]2[n:35][cH:36][cH:37][c:38]3[c:39]2[nH:40][cH:41][cH:42]3)[cH:28][cH:29]1. The reactants are N1=CC(=CC=C1)NC=1SC=C(N1)CCN (2-(3-Pyridyl)amino-4-(2-aminoethyl)thiazole), C(C)(=O)O (acetic acid), C=O (formaldehyde), aqueous solution, C=O (formaldehyde), aqueous solution. The solvent is CO (methanol). Conditions: time 2 hour. Yields the product N1=CC(=CC=C1)NC=1SC=2CNCCC2N1 (2-(3-Pyridyl)amino-4,5,6,7-tetrahydrothiazolo[5,4-c]-pyridine). Isolated yield 57.3%. As a reaction SMILES: [N:1]1[CH:6]=[CH:5][CH:4]=[C:3]([NH:7][C:8]2[S:9][CH:10]=[C:11]([CH2:13][CH2:14][NH2:15])[N:12]=2)[CH:2]=1.[C:16](O)(=O)C.C=O>CO>[N:1]1[CH:6]=[CH:5][CH:4]=[C:3]([NH:7][C:8]2[S:9][C:10]3[CH2:16][NH:15][CH2:14][CH2:13][C:11]=3[N:12]=2)[CH:2]=1. Procedure: 2-(3-Pyridyl)amino-4-(2-aminoethyl)thiazole (0.50 g, from preceding preparation) and acetic acid (0.19 ml, 3.3 mmol) were dissolved in methanol (23 ml) and treated with formaldehyde (0.19 ml of a 37% aqueous solution, 2.3 mmol). The reaction was allowed to stir at room temperature for 18 hours, at which point additional formaldehyde (0.02 ml of a 37% aqueous solution, 0.25 mmol) was added. After an additional 2 hours, the reaction mixture was filtered; the filtrate was concentrated in vacuo, dis...